Dataset: the Open Reaction Database (ORD), a public repository of structured organic reaction records. Task: describe an organic reaction: reactants, conditions, products, and yield Starting materials: C(=O)(OC(C)(C)C)NCC(C)O (N-Boc-1-amino-2-propanol), C1(=CC=CC=C1)P(C1=CC=CC=C1)C1=CC=CC=C1 (triphenylphosphine), C1(=CC=CC=C1)OC(=O)NOC(=O)OC1=CC=CC=C1 (N,O-bisphenyloxycarbonylhydroxylamine), CCOC(=O)/N=N/C(=O)OCC (diethylazodicarboxylate). The solvent is C1CCOC1 (THF), C1CCOC1 (THF). Run at temperature 0 celsius, time 1 hour. Yields the product C1(=CC=CC=C1)OC(=O)N(OC(=O)OC1=CC=CC=C1)C(C)CNC(=O)OC(C)(C)C (N,O-bisphenyloxycarbonyl-t-butyloxycarbonylamino-2-propylhydroxylamine). The yield is 836.9%. Reaction SMILES: [C:1]([NH:8][CH2:9][CH:10](O)[CH3:11])([O:3][C:4]([CH3:7])([CH3:6])[CH3:5])=[O:2].C1(P(C2C=CC=CC=2)C2C=CC=CC=2)C=CC=CC=1.[C:32]1([O:38][C:39]([NH:41][O:42][C:43]([O:45][C:46]2[CH:51]=[CH:50][CH:49]=[CH:48][CH:47]=2)=[O:44])=[O:40])[CH:37]=[CH:36][CH:35]=[CH:34][CH:33]=1.CCOC(/N=N/C(OCC)=O)=O>C1COCC1>[C:32]1([O:38][C:39]([N:41]([CH:10]([CH2:9][NH:8][C:1]([O:3][C:4]([CH3:7])([CH3:6])[CH3:5])=[O:2])[CH3:11])[O:42][C:43]([O:45][C:46]2[CH:47]=[CH:48][CH:49]=[CH:50][CH:51]=2)=[O:44])=[O:40])[CH:33]=[CH:34][CH:35]=[CH:36][CH:37]=1. Procedure: A one liter roundbottom flask was charged with N-Boc-1-amino-2-propanol (26.42 g, 0.0151 mol), triphenylphosphine (41.4 g, 0.158 mol), and N,O-bisphenyloxycarbonylhydroxylamine (43.2 g, 0.158 mol), and dry THF (550 mL). The solution was cooled to 0° C., and diethylazodicarboxylate (24.9 mL, 0.158 mol) was added in THF (50 mL). The reaction was stirred one hour after removing the cooling bath, and concentrated under vacuum. Chromatographic purification is enhanced by adding dichloromethane (200 m...